This data is from the Open Reaction Database (ORD), a public repository of structured organic reaction records. The task is: describe an organic reaction: reactants, conditions, products, and yield Reactants: BrC1=CC=C2C(N(NC2=C1)C1=CC=C(C=C1)C(F)(F)F)=O (1,2-Dihydro-6-bromo-2-(4-trifluoromethylphenyl)-3H-indazol-3-one), [Li+].[Cl-] (LiCl), 3-methyl-2-(tri-nbutylstannyl)pyridine, O1CCOCC1 (dioxane). The reagents and catalysts are C1(=CC=CC=C1)P(C1=CC=CC=C1)[Pd-3]([C-]1C=CC=C1)(P(C1=CC=CC=C1)C1=CC=CC=C1)(Cl)Cl.[CH-]1C=CC=C1.[Fe+2] (bis(diphenylphosphino) ferrocenyl palladium(II) dichloride), [Cu]I (CuI). The product is CC=1C(=NC=CC1)C1=CC=C2C(N(NC2=C1)C1=CC=C(C=C1)C(F)(F)F)=O (1,2-Dihydro-6-(3-methyl-2-pyridinyl)-2-(4-trifluoromethylphenyl)-3H-indazol-3-one). Isolated yield 54.0%. As a reaction SMILES: Br[C:2]1[CH:10]=[C:9]2[C:5]([C:6](=[O:21])[N:7]([C:11]3[CH:16]=[CH:15][C:14]([C:17]([F:20])([F:19])[F:18])=[CH:13][CH:12]=3)[NH:8]2)=[CH:4][CH:3]=1.[Li+].[Cl-].O1[CH2:29][CH2:28]OCC1>C1(P([Pd-3](Cl)(Cl)(P(C2C=CC=CC=2)C2C=CC=CC=2)[C-]2C=CC=C2)C2C=CC=CC=2)C=CC=CC=1.[CH-]1C=CC=C1.[Fe+2].[Cu]I>[CH3:4][C:5]1[C:6]([C:2]2[CH:10]=[C:9]3[C:5]([C:6](=[O:21])[N:7]([C:11]4[CH:16]=[CH:15][C:14]([C:17]([F:20])([F:19])[F:18])=[CH:13][CH:12]=4)[NH:8]3)=[CH:4][CH:3]=2)=[N:7][CH:11]=[CH:28][CH:29]=1 |f:1.2,4.5.6|. Reported procedure: The product of Example 1, Step 4 (0.35 g, 1 mmol)), bis(diphenylphosphino) ferrocenyl palladium(II) dichloride 0) (40 mg), CuI (19 mg, 0.1 mmol), LiCl (126 mg, 3 mmol), 3-methyl-2-(tri-nbutylstannyl)pyridine (530 mg, 1.4 mmol) and dioxane (4 mL) were heated at 150° C. for 15 min under microwave irradiation. The resulting mixture was purified by column chromatography (silica; EtAc:hexane 1:2->EtAc) to give 0.2 g (54%) of the title compound as a colourless solid. 1H NMR (360 MHz, DMSO): 2.5 (3H, s... Starting materials: CS(=O)(=O)N1CCC(N)CC1, CCS(=O)(=O)c1ncc(C(=O)c2cc(Cl)ccc2OC)c(N)n1. Yields the product COc1ccc(Cl)cc1C(=O)c1cnc(NC2CCN(S(C)(=O)=O)CC2)nc1N. As a reaction SMILES: [CH3:24][S:25](=[O:26])(=[O:27])[N:28]1[CH2:29][CH2:30][CH:31]([NH2:34])[CH2:32][CH2:33]1.[NH2:1][c:2]1[n:3][c:4]([S:19]([CH2:20][CH3:21])(=[O:22])=[O:23])[n:5][cH:6][c:7]1[C:8](=[O:9])[c:10]1[c:11]([O:17][CH3:18])[cH:12][cH:13][c:14]([Cl:16])[cH:15]1>>[NH2:1][c:2]1[n:3][c:4]([NH:34][CH:31]2[CH2:30][CH2:29][N:28]([S:25]([CH3:24])(=[O:26])=[O:27])[CH2:33][CH2:32]2)[n:5][cH:6][c:7]1[C:8](=[O:9])[c:10]1[c:11]([O:17][CH3:18])[cH:12][cH:13][c:14]([Cl:16])[cH:15]1. The reactants are O=C([O-])[O-], CN(C)CCOc1ccc(B2OC(C)(C)C(C)(C)O2)cc1, [Cl-], Oc1c(F)cnc2oc(I)c(-c3ccccc3)c12, [Li+], [Na+], [Na+]. Yields the product CN(C)CCOc1ccc(-c2oc3ncc(F)c(O)c3c2-c2ccccc2)cc1. Reaction SMILES: [C:42](=[O:43])([O-:44])[O-:45].[CH3:19][N:20]([CH2:21][CH2:22][O:23][c:24]1[cH:25][cH:26][c:27]([B:30]2[O:31][C:32]([CH3:33])([CH3:34])[C:35]([CH3:36])([CH3:37])[O:38]2)[cH:28][cH:29]1)[CH3:39].[Cl-:40].[F:1][c:2]1[c:3]([OH:18])[c:4]2[c:5]([n:6][cH:7]1)[o:8][c:9]([I:17])[c:10]2-[c:11]1[cH:12][cH:13][cH:14][cH:15][cH:16]1.[Li+:41].[Na+:46].[Na+:47]>>[F:1][c:2]1[c:3]([OH:18])[c:4]2[c:5]([n:6][cH:7]1)[o:8][c:9](-[c:27]1[cH:26][cH:25][c:24]([O:23][CH2:22][CH2:21][N:20]([CH3:19])[CH3:39])[cH:29][cH:28]1)[c:10]2-[c:11]1[cH:12][cH:13][cH:14][cH:15][cH:16]1. As a reaction SMILES: [Br:13][c:14]1[cH:15][cH:16][c:17]([CH2:18][Br:19])[cH:20][cH:21]1.[C:22](=[O:23])([O-:24])[O-:25].[CH2:1]([CH2:2][CH3:3])[c:4]1[nH:5][c:6]([CH:11]=[O:12])[c:7]([CH2:9][CH3:10])[n:8]1.[CH3:40][CH2:41][O:42][C:43](=[O:44])[CH3:45].[K+:26].[K+:27].[OH2:28].[OH2:46].[c:29]1([CH3:39])[cH:30][cH:31][c:32]([S:35](=[O:36])(=[O:37])[OH:38])[cH:33][cH:34]1>>[CH2:1]([CH2:2][CH3:3])[c:4]1[n:5]([CH2:18][c:17]2[cH:16][cH:15][c:14]([Br:13])[cH:21][cH:20]2)[c:6]([CH:11]=[O:12])[c:7]([CH2:9][CH3:10])[n:8]1.[c:29]1([CH3:39])[cH:30][cH:31][c:32]([S:35](=[O:36])(=[O:37])[O-:38])[cH:33][cH:34]1. Product: CCCc1nc(CC)c(C=O)n1Cc1ccc(Br)cc1, Cc1ccc(S(=O)(=O)[O-])cc1. The reactants are BrCc1ccc(Br)cc1, O=C([O-])[O-], CCCc1nc(CC)c(C=O)[nH]1, CCOC(C)=O, [K+], [K+], O, O, Cc1ccc(S(=O)(=O)O)cc1.